This data is from the Open Reaction Database (ORD), a public repository of structured organic reaction records. The task is: describe an organic reaction: reactants, conditions, products, and yield As a reaction SMILES: [CH:1]1([C:4]2[CH:9]=[C:8]([C:10]([F:13])([F:12])[F:11])[CH:7]=[C:6]([CH2:14][O:15]CC3(C4C=CC(F)=CC=4)CCN(C)CC3)[N:5]=2)[CH2:3][CH2:2]1.BrC1N=C(C=O)C=C(C(F)(F)F)C=1>>[CH:1]1([C:4]2[N:5]=[C:6]([CH:14]=[O:15])[CH:7]=[C:8]([C:10]([F:13])([F:11])[F:12])[CH:9]=2)[CH2:3][CH2:2]1. Reactants: C1(CC1)C1=NC(=CC(=C1)C(F)(F)F)COCC1(CCN(CC1)C)C1=CC=C(C=C1)F (2-cyclopropyl-6-(((4-(4-fluorophenyl)-1-methylpiperidin-4-yl)methoxy)methyl)-4-(trifluoromethyl)pyridine), BrC1=CC(=CC(=N1)C=O)C(F)(F)F (6-bromo-4-(trifluoromethyl)picolinaldehyde). Procedure details: Was synthesized in the same manner as 2-cyclopropyl-6-(((4-(4-fluorophenyl)-1-methylpiperidin-4-yl)methoxy)methyl)-4-(trifluoromethyl)pyridine starting from 6-bromo-4-(trifluoromethyl)picolinaldehyde. 1H-NMR (CDCl3, 400 MHz) δ 9.99 (s, 1H), 7.87 (s, 1H), 7.56 (s, 1H) 2.18 (m, 1H), 1.20 (m, 4H). LC: Tr=1.84 min, HPLC Method 1. Mass spec.: 216.37 (MH)+. The product is C1(CC1)C1=CC(=CC(=N1)C=O)C(F)(F)F (6-cyclopropyl-4-(trifluoromethyl)picolinaldehyde). Starting materials: NC1=CC=C(C(=O)C2=CC=C(C=C2)N)C=C1 (4,4′-diaminobenzophenone), N1(CCCC1)C1=CC=C(C(=O)[O-])C=C1 (4-pyrrolidinobenzoate). Yields the product C(=O)(C1=CC=C(C=C1)NC(C1=CC=C(C=C1)N1CCCC1)=O)C1=CC=C(C=C1)NC(C1=CC=C(C=C1)N1CCCC1)=O (N,N′-(carbonylbis(4,1-phenylene))bis(4-(pyrrolidin-1-yl)benzamide)). Reaction SMILES: [NH2:1][C:2]1[CH:16]=[CH:15][C:5]([C:6]([C:8]2[CH:13]=[CH:12][C:11]([NH2:14])=[CH:10][CH:9]=2)=[O:7])=[CH:4][CH:3]=1.[N:17]1([C:22]2[CH:30]=[CH:29][C:25]([C:26]([O-])=[O:27])=[CH:24][CH:23]=2)[CH2:21][CH2:20][CH2:19][CH2:18]1>>[C:6]([C:8]1[CH:13]=[CH:12][C:11]([NH:14][C:26](=[O:27])[C:25]2[CH:29]=[CH:30][C:22]([N:17]3[CH2:21][CH2:20][CH2:19][CH2:18]3)=[CH:23][CH:24]=2)=[CH:10][CH:9]=1)([C:5]1[CH:15]=[CH:16][C:2]([NH:1][C:26](=[O:27])[C:25]2[CH:29]=[CH:30][C:22]([N:17]3[CH2:21][CH2:20][CH2:19][CH2:18]3)=[CH:23][CH:24]=2)=[CH:3][CH:4]=1)=[O:7]. Procedure details: Compound 324 was prepared according to the procedure described in Scheme IV from 4,4′-diaminobenzophenone and 4-pyrrolidinobenzoate. [M+H]+ calcd for C35H34N4O3: 559.27; found: 559.00. Reactants: O (water), [H-].[Na+] (Sodium hydride), ClCC=1C=CC(=NC1)OCC=1N=C(SC1C)C1=CC=CC=C1 (5-chloromethyl-2-(5-methyl-2-phenyl-4-thiazolylmethoxy)pyridine), C(C)OC(CC=1C(=NNC1)C1=CC=CC=C1)=O (ethyl(3-phenyl-1H-pyrazol-4-yl)acetate). The solvent is CN(C=O)C (N,N-dimethylformamide). Conditions: time 1 hour. Yields the product CC1=C(N=C(S1)C1=CC=CC=C1)COC1=CC=C(C=N1)CN1N=C(C(=C1)CC(=O)OCC)C1=CC=CC=C1 (ethyl [1-[6-(5-methyl-2-phenyl-4-thiazolylmethoxy)-3-pyridylmethyl]-3-phenyl-1H-pyrazol-4-yl]acetate). Isolated yield 51.8%. As a reaction SMILES: [H-].[Na+].Cl[CH2:4][C:5]1[CH:6]=[CH:7][C:8]([O:11][CH2:12][C:13]2[N:14]=[C:15]([C:19]3[CH:24]=[CH:23][CH:22]=[CH:21][CH:20]=3)[S:16][C:17]=2[CH3:18])=[N:9][CH:10]=1.[CH2:25]([O:27][C:28](=[O:41])[CH2:29][C:30]1[C:31]([C:35]2[CH:40]=[CH:39][CH:38]=[CH:37][CH:36]=2)=[N:32][NH:33][CH:34]=1)[CH3:26].O>CN(C)C=O>[CH3:18][C:17]1[S:16][C:15]([C:19]2[CH:24]=[CH:23][CH:22]=[CH:21][CH:20]=2)=[N:14][C:13]=1[CH2:12][O:11][C:8]1[N:9]=[CH:10][C:5]([CH2:4][N:33]2[CH:34]=[C:30]([CH2:29][C:28]([O:27][CH2:25][CH3:26])=[O:41])[C:31]([C:35]3[CH:40]=[CH:39][CH:38]=[CH:37][CH:36]=3)=[N:32]2)=[CH:6][CH:7]=1 |f:0.1|. Procedure: Sodium hydride (60%, oily, 70.0 mg) was added to a solution of 5-chloromethyl-2-(5-methyl-2-phenyl-4-thiazolylmethoxy)pyridine (579 mg) and ethyl(3-phenyl-1H-pyrazol-4-yl)acetate (403 mg) in N,N-dimethylformamide (10 ml) at 0° C., and the mixture was stirred at room temperature for 1 hour. The reaction mixture was poured into water, and extracted with ethyl acetate. The ethyl acetate layer was washed with saturated aqueous sodium chloride solution, dried (MgSO4), and concentrated. The residue wa... Starting materials: C(C)(C)(C)N1N=C(C=C1C1=CC=C(C=C1)Cl)CCC=O (3-(1-tert-butyl-5-(4-chlorophenyl)-1H-pyrazol-3-yl)propanal), [BH-](OC(=O)C)(OC(=O)C)OC(=O)C.[Na+] (NaBH(OAc)3), FC1=C(C=CC=C1)N1CCNCC1 (1-(2-fluorophenyl)piperazine), CCN(C(C)C)C(C)C (DIPEA). Yields the product C(C)(C)(C)N1N=C(C=C1C1=CC=C(C=C1)Cl)CCCN1CCN(CC1)C1=C(C=CC=C1)F (1-(3-(1-tert-butyl-5-(4-chlorophenyl)-1H-pyrazol-3-yl)propyl)-4-(2-fluorophenyl)piperazine). Reaction SMILES: [C:1]([N:5]1[C:9]([C:10]2[CH:15]=[CH:14][C:13]([Cl:16])=[CH:12][CH:11]=2)=[CH:8][C:7]([CH2:17][CH2:18][CH:19]=O)=[N:6]1)([CH3:4])([CH3:3])[CH3:2].[F:21][C:22]1[CH:27]=[CH:26][CH:25]=[CH:24][C:23]=1[N:28]1[CH2:33][CH2:32][NH:31][CH2:30][CH2:29]1.CCN(C(C)C)C(C)C.[BH-](OC(C)=O)(OC(C)=O)OC(C)=O.[Na+]>>[C:1]([N:5]1[C:9]([C:10]2[CH:15]=[CH:14][C:13]([Cl:16])=[CH:12][CH:11]=2)=[CH:8][C:7]([CH2:17][CH2:18][CH2:19][N:31]2[CH2:30][CH2:29][N:28]([C:23]3[CH:24]=[CH:25][CH:26]=[CH:27][C:22]=3[F:21])[CH2:33][CH2:32]2)=[N:6]1)([CH3:4])([CH3:3])[CH3:2] |f:3.4|. Procedure details: 105 mg (78%) of target compound was obtained by using a method same as in Example 1 by using 3-(1-tert-butyl-5-(4-chlorophenyl)-1H-pyrazol-3-yl)propanal (80 mg, 0.275 mmol), 1-(2-fluorophenyl)piperazine (50 mg, 0.275 mmol), DIPEA (0.072 mL, 0.413 mmol) and NaBH(OAc)3 (175 mg, 0.825 mmol). Reactants: CC(=O)O, CN1CCC(N2C(=O)c3cc4nc(-c5c(NCC(O)c6cccc(Cl)c6)cc[nH]c5=O)[nH]c4cc3C2=O)CC1, [Zn]. Yields the product CN1CCC(N2Cc3cc4nc(-c5c(NCC(O)c6cccc(Cl)c6)cc[nH]c5=O)[nH]c4cc3C2=O)CC1. Reaction SMILES: [C:40]([OH:41])(=[O:42])[CH3:43].[Cl:1][c:2]1[cH:3][c:4]([CH:8]([CH2:9][NH:10][c:11]2[c:12](-[c:18]3[nH:19][c:20]4[cH:21][c:22]5[c:26]([cH:27][c:28]4[n:29]3)[C:25](=[O:30])[N:24]([CH:31]3[CH2:32][CH2:33][N:34]([CH3:37])[CH2:35][CH2:36]3)[C:23]5=[O:38])[c:13](=[O:17])[nH:14][cH:15][cH:16]2)[OH:39])[cH:5][cH:6][cH:7]1.[Zn:44]>>[Cl:1][c:2]1[cH:3][c:4]([CH:8]([CH2:9][NH:10][c:11]2[c:12](-[c:18]3[n:19][c:20]4[cH:21][c:22]5[c:26]([cH:27][c:28]4[nH:29]3)[C:25](=[O:30])[N:24]([CH:31]3[CH2:32][CH2:33][N:34]([CH3:37])[CH2:35][CH2:36]3)[CH2:23]5)[c:13](=[O:17])[nH:14][cH:15][cH:16]2)[OH:39])[cH:5][cH:6][cH:7]1. The reactants are CC(N)C(=O)O, CCCCC(N)C(=O)OC, Clc1nc2ccccc2s1, Cl, Cl, CC(Nc1nc2ccccc2s1)C(=O)O. Yields the product CCCCC(NC(=O)C(C)Nc1nc2ccccc2s1)C(=O)OC. RXN SMILES: [CH3:11][CH:12]([C:13](=[O:14])[OH:15])[NH2:16].[CH3:33][O:34][C:35]([CH:36]([NH2:37])[CH2:38][CH2:39][CH2:40][CH3:41])=[O:42].[Cl:1][c:2]1[s:3][c:4]2[cH:5][cH:6][cH:7][cH:8][c:9]2[n:10]1.[ClH:32].[ClH:43].[s:17]1[c:18]([NH:26][CH:27]([CH3:28])[C:29](=[O:30])[OH:31])[n:19][c:20]2[c:21]1[cH:22][cH:23][cH:24][cH:25]2>>[s:17]1[c:18]([NH:26][CH:27]([CH3:28])[C:29](=[O:31])[NH:37][CH:36]([C:35]([O:34][CH3:33])=[O:42])[CH2:38][CH2:39][CH2:40][CH3:41])[n:19][c:20]2[c:21]1[cH:22][cH:23][cH:24][cH:25]2. Reactants: [Na+].[Cl-] (NaCl), C=1C=CC2=C(C1)CC[C@@H](O2)CNCCCCN3C(=O)C=4C=CC=CC4S3(=O)=O (repinotan). Yields the product C1CC2=CC=CC=C2O[C@H]1CNCCCCN3C(=O)C4=CC=CC=C4S3(=O)=O.Cl (Repinotan Hydrochloride). RXN SMILES: [Na+].[Cl-:2].[CH:3]1[CH:4]=[CH:5][C:6]2[O:12][C@@H:11]([CH2:13][NH:14][CH2:15][CH2:16][CH2:17][CH2:18][N:19]3[S:28](=[O:30])(=[O:29])[C:27]4[CH:26]=[CH:25][CH:24]=[CH:23][C:22]=4[C:20]3=[O:21])[CH2:10][CH2:9][C:7]=2[CH:8]=1>>[CH2:10]1[C@H:11]([CH2:13][NH:14][CH2:15][CH2:16][CH2:17][CH2:18][N:19]2[S:28](=[O:30])(=[O:29])[C:27]3[C:22](=[CH:23][CH:24]=[CH:25][CH:26]=3)[C:20]2=[O:21])[O:12][C:6]2[C:7](=[CH:8][CH:3]=[CH:4][CH:5]=2)[CH2:9]1.[ClH:2] |f:0.1,3.4|. Procedure details: A ready-to-use infusion solution is prepared from the freeze-dried product according to Example 1 by reconstituting the lyophilizate with the aid of a 0.9% by weight NaCl solution and then diluting with this solution to a total volume of 500 ml. The ready-to-use solution is chemically stable on storage for at least 30 h at room temperature, i.e. the solution then still contains at least 90% unchanged repinotan.